describe an organic reaction: reactants, conditions, products, and yield From a dataset of the Open Reaction Database (ORD), a public repository of structured organic reaction records. As a reaction SMILES: [B:9]([OH:10])([OH:11])[OH:12].[CH3:13][c:14]1[cH:15][cH:16][cH:17][cH:18][cH:19]1.[CH3:1][C:2]([CH3:3])([CH2:4][CH:5]([CH3:6])[OH:7])[OH:8].[OH2:20]>>[CH3:1][C:2]1([CH3:3])[CH2:4][CH:5]([CH3:6])[O:7][BH:9][O:8]1. The reactants are OB(O)O, Cc1ccccc1, CC(O)CC(C)(C)O, O. Yields the product CC1CC(C)(C)OBO1. The reactants are [NH4+].[Cl-] (NH4Cl), [H-].[Na+] (sodium hydride), C(C)OC=1C=C(C=CC1OC)C(CCO)N1C(C=2C(C1=O)=CC=CC2)=O (3-(3'-ethoxy-4'-methoxyphenyl)-3-phthalimido-1-propanol), IC (iodomethane). The solvent is C1CCOC1 (THF). Run at time 15 hour. Yields the product C(C)OC=1C=C(C=CC1OC)C(CCOC)N1C(C=2C(C1=O)=CC=CC2)=O (3-(3'-ethoxy-4'-methoxyphenyl)-1-methoxy-3-phthalimidopropane). The yield is 40.8%. As a reaction SMILES: [H-].[Na+].I[CH3:4].[CH2:5]([O:7][C:8]1[CH:9]=[C:10]([CH:16]([N:20]2[C:24](=[O:25])[C:23]3=[CH:26][CH:27]=[CH:28][CH:29]=[C:22]3[C:21]2=[O:30])[CH2:17][CH2:18][OH:19])[CH:11]=[CH:12][C:13]=1[O:14][CH3:15])[CH3:6].[NH4+].[Cl-]>C1COCC1>[CH2:5]([O:7][C:8]1[CH:9]=[C:10]([CH:16]([N:20]2[C:24](=[O:25])[C:23]3=[CH:26][CH:27]=[CH:28][CH:29]=[C:22]3[C:21]2=[O:30])[CH2:17][CH2:18][O:19][CH3:4])[CH:11]=[CH:12][C:13]=1[O:14][CH3:15])[CH3:6] |f:0.1,4.5|. Procedure details: To a stirred mixture of sodium hydride (110 mg, 60%, 2.75 mmol) in THF (8 mL) at room temperature, was added iodomethane (0.54 grams, 3.78 mmol) followed by 3-(3'-ethoxy-4'-methoxyphenyl)-3-phthalimido-1-propanol (850 mg, 2.39 mmol). The mixture was stirred at room temperature for 15 h. To the mixture was added NH4Cl (20 mL, sat). The organic layer was separated. The aqueous layer was extracted with methylene chloride (2×50 mL). The combined organic layers were washed with brine (50 mL) and drie... Procedure: Intermediate 142 was coupled with 2-(3,5-difluoro-phenyl)-ethylamine following procedure F. The resulting product was deprotected following procedure G2. LC-MS showed the product had the expected M+H+ of 422. 1H NMR (Varian 300 MHz, CD3OD, shifts relative to the solvent peak at 3.3 ppm) δ 8.78 (s, 1H) 8.38 (d, 2H) 8.00 (d, 1H) 7.77 (t, 1H) 7.68 (d, 1H) 7.00 (d, 2H) 6.75 (t, 1H) 4.84 (d, 1H) 4.65 (s, 2H) 4.60 (d, 1H) 4.24 (d, 1H) 4.10 (d, 1H) 3.89 (d, 1H) 3.68 (d, 1H) 3.63 (t, 2H) 3.07 (t, 2H) 2.... As a reaction SMILES: C(OC([N:8]1[CH:13]([CH3:14])[CH2:12][N:11]([CH2:15][C:16]2[CH:21]=[CH:20][CH:19]=[C:18]([C:22]3[CH:27]=[CH:26][N:25]=[C:24](Cl)[N:23]=3)[CH:17]=2)[CH2:10][CH:9]1C)=O)(C)(C)C.[F:30][C:31]1[CH:32]=[C:33]([CH2:38][CH2:39][NH2:40])[CH:34]=[C:35]([F:37])[CH:36]=1>>[CH:10]12[CH2:14][CH:13]([NH:8][CH2:9]1)[CH2:12][N:11]2[CH2:15][C:16]1[CH:17]=[C:18]([C:22]2[CH:27]=[CH:26][N:25]=[C:24]([NH:40][CH2:39][CH2:38][C:33]3[CH:34]=[C:35]([F:37])[CH:36]=[C:31]([F:30])[CH:32]=3)[N:23]=2)[CH:19]=[CH:20][CH:21]=1. Starting materials: C(C)(C)(C)OC(=O)N1C(CN(CC1C)CC1=CC(=CC=C1)C1=NC(=NC=C1)Cl)C (4-[3-(2-Chloro-pyrimidin-4-yl)-benzyl]-2,6-dimethyl-piperazine-1-carboxylic acid tert-butyl ester), FC=1C=C(C=C(C1)F)CCN (2-(3,5-difluoro-phenyl)-ethylamine), 422. Yields the product C12N(CC(NC1)C2)CC=2C=C(C=CC2)C2=NC(=NC=C2)NCCC2=CC(=CC(=C2)F)F ({4-[3-(2,5-Diaza-bicyclo[2.2.1]hept-2-ylmethyl)-phenyl]-pyrimidin-2-yl}-[2-(3,5-difluoro-phenyl)-ethyl]-amine). Reactants: Cl.N[C@@H]1[C@H](CCC1)N(C(C1=C(C=CC=C1OC)OC)=O)C1CCC1 (N-[(1S,2S)-2-aminocyclopentyl]-N-cyclobutyl-2,6-dimethoxybenzamide hydrochloride), Cl.N[C@@H]1[C@H](CCC1)N(C(C1=C(C=CC=C1OC)OC)=O)C1CCC1 (N-[(1S,2S)-2-aminocyclopentyl]-N-cyclobutyl-2,6-dimethoxybenzamide hydrochloride), ClC1=NC=C(C=C1)C(F)(F)F (2-chloro-5-(trifluoromethyl)pyridine), CCN(C(C)C)C(C)C (DIPEA). Solvent: CS(=O)C (DMSO). Product: C1(CCC1)N(C(C1=C(C=CC=C1OC)OC)=O)[C@@H]1[C@H](CCC1)NC1=NC=C(C=C1)C(F)(F)F (N-Cyclobutyl-2,6-dimethoxy-N-[(1S,2S)-2-{[5-(trifluoromethyl)pyridin-2-yl]amino}cyclopentyl]benzamide). As a reaction SMILES: Cl.[NH2:2][C@H:3]1[CH2:7][CH2:6][CH2:5][C@@H:4]1[N:8]([CH:21]1[CH2:24][CH2:23][CH2:22]1)[C:9](=[O:20])[C:10]1[C:15]([O:16][CH3:17])=[CH:14][CH:13]=[CH:12][C:11]=1[O:18][CH3:19].Cl[C:26]1[CH:31]=[CH:30][C:29]([C:32]([F:35])([F:34])[F:33])=[CH:28][N:27]=1.CCN(C(C)C)C(C)C>CS(C)=O>[CH:21]1([N:8]([C@H:4]2[CH2:5][CH2:6][CH2:7][C@@H:3]2[NH:2][C:26]2[CH:31]=[CH:30][C:29]([C:32]([F:35])([F:34])[F:33])=[CH:28][N:27]=2)[C:9](=[O:20])[C:10]2[C:11]([O:18][CH3:19])=[CH:12][CH:13]=[CH:14][C:15]=2[O:16][CH3:17])[CH2:24][CH2:23][CH2:22]1 |f:0.1|. Procedure: To a solution of N-[(1S,2S)-2-aminocyclopentyl]-N-cyclobutyl-2,6-dimethoxybenzamide hydrochloride (Intermediate 18; 200 mg, 0.56 mmol) in dry DMSO (1.9 ml) was added 2-chloro-5-(trifluoromethyl)pyridine (CAS number 52334-81-3; 153 mg, 0.85 mmol) and DIPEA (295 μl, 1.69 mmol). The reaction subjected to microwave irradiation at 150° C. for 2 hours and then was partitioned between ethyl acetate and water. The organics were washed with water and brine, dried over magnesium sulfate and concentrated i... The reactants are Cl.NC1CC2=CC=CC=C2C1 (2-aminoindane hydrochloride), C(=O)([O-])[O-].[K+].[K+] (K2CO3), BrCC(=O)OC(C)(C)C (tert-butyl bromoacetate). The solvent is CCOC(=O)C (EtOAc), CCO (EtOH). Run at time 10 minute. Yields the product C(C)(C)(C)OC(CNC1CC2=CC=CC=C2C1)=O (N-Indan-2-ylglycine t-Butyl Ester). Yield: 64.4%. RXN SMILES: Cl.[NH2:2][CH:3]1[CH2:11][C:10]2[C:5](=[CH:6][CH:7]=[CH:8][CH:9]=2)[CH2:4]1.C([O-])([O-])=O.[K+].[K+].Br[CH2:19][C:20]([O:22][C:23]([CH3:26])([CH3:25])[CH3:24])=[O:21]>CCO.CCOC(C)=O>[C:23]([O:22][C:20](=[O:21])[CH2:19][NH:2][CH:3]1[CH2:11][C:10]2[C:5](=[CH:6][CH:7]=[CH:8][CH:9]=2)[CH2:4]1)([CH3:26])([CH3:25])[CH3:24] |f:0.1,2.3.4|. Procedure details: To a suspension of 2-aminoindane hydrochloride (5.0g, 29.5 mmol) and powdered K2CO3 (8.3 g, 60.0 mmol) in absolute EtOH (30 mL) was added tert-butyl bromoacetate (4.4 mL, 29.5 mmol). After stirring for 10 min at rt the reaction was heated to 45° C. and stirred for 2 hr. The reaction was cooled to rt, diluted with EtOAc, filtered and concentrated. Chromatography of the residue on silica gel (elution with 20% EtOAc:hexane) provided 4.7g of compound 721 as a white crystalline solid. ##STR100## Reactants: CC=1C=NC(=C(C1OC)C)C[S+](C=2NC=3C=CC(=CC3N2)OC)[O-].C=1C=CC2=C(C1)C=CC(=C2C3=C4C=CC=CC4=CC=C3O)O (Esomeprazole BINOL), O (water), [O-]CC.[Na+] (sodium ethoxide), [OH-].[Na+] (sodium hydroxide). Run in C(C)(C)(C)OC (methyl t-butyl ether), C(C)OC(C)=O (ethylacetate). Run at temperature 2.5 celsius. Product: CC=1C=NC(=C(C1OC)C)C[S+](C=2[N-]C=3C=CC(=CC3N2)OC)[O-].[Na+] (esomeprazole sodium). Reaction SMILES: [CH3:1][C:2]1[CH:3]=[N:4][C:5]([CH2:11][S+:12]([O-:24])[C:13]2[NH:14][C:15]3[CH:16]=[CH:17][C:18]([O:22][CH3:23])=[CH:19][C:20]=3[N:21]=2)=[C:6]([CH3:10])[C:7]=1[O:8][CH3:9].C1C=CC2C(C3C(O)=CC=C4C=3C=CC=C4)=C(O)C=CC=2C=1.O.[OH-].[Na+:49].[O-]CC.[Na+]>C(OC)(C)(C)C.C(OC(=O)C)C>[CH3:1][C:2]1[CH:3]=[N:4][C:5]([CH2:11][S+:12]([O-:24])[C:13]2[N-:14][C:15]3[CH:16]=[CH:17][C:18]([O:22][CH3:23])=[CH:19][C:20]=3[N:21]=2)=[C:6]([CH3:10])[C:7]=1[O:8][CH3:9].[Na+:49] |f:0.1,3.4,5.6,9.10|. Procedure: Esomeprazole-BINOL inclusion complex (100 g; 158.3 mmol; ee of 98.2%) was suspended in a mixture of methyl t-butyl ether (1300 ml) and DM water (400 ml). Aqueous sodium hydroxide solution (5 w/w; 133 g) was added to the suspended mass at 20-30° C. and stirred till clear solution was obtained. Thereafter, organic layer was separated and the aqueous layer was washed with methyl t-butyl ether. Thereafter, 20% aqueous ammonium formate solution (60 ml) was added and extracted with methylene chloride ...